From a dataset of the Open Reaction Database (ORD), a public repository of structured organic reaction records. describe an organic reaction: reactants, conditions, products, and yield The reactants are BrC=1C(=C(C=C(C1)C1C(=C(NC=2CC(CC(C12)=O)CCC)C)C#N)NS(=O)(=O)C)OCC1=CC(=CC=C1)[N+](=O)[O-] (N-[3-bromo-5-(3-cyano-2-methyl-5-oxo-7-propyl-1,4,5,6,7,8-hexahydro-quinolin-4-yl)-2-(3-nitro-benzyloxy)-phenyl]-methanesulfonamide), [S-2].[Na+].[Na+] (sodium sulfide). The solvent is C(C)O (ethanol), O (water), C(C)(=O)OCC (ethyl acetate). Yields the product NC=1C=C(COC2=C(C=C(C=C2Br)C2C(=C(NC=3CC(CC(C23)=O)CCC)C)C#N)NS(=O)(=O)C)C=CC1 (N-[2-(3-Amino-benzyloxy)-3-bromo-5-(3-cyano-2-methyl-5-oxo-7-propyl-1,4,5,6,7,8-hexahydro-quinolin-4-yl)-phenyl]-methanesulfonamide). Reaction SMILES: [Br:1][C:2]1[C:3]([O:30][CH2:31][C:32]2[CH:37]=[CH:36][CH:35]=[C:34]([N+:38]([O-])=O)[CH:33]=2)=[C:4]([NH:25][S:26]([CH3:29])(=[O:28])=[O:27])[CH:5]=[C:6]([CH:8]2[C:17]3[C:16](=[O:18])[CH2:15][CH:14]([CH2:19][CH2:20][CH3:21])[CH2:13][C:12]=3[NH:11][C:10]([CH3:22])=[C:9]2[C:23]#[N:24])[CH:7]=1.[S-2].[Na+].[Na+]>C(O)C.O.C(OCC)(=O)C>[NH2:38][C:34]1[CH:33]=[C:32]([CH:37]=[CH:36][CH:35]=1)[CH2:31][O:30][C:3]1[C:2]([Br:1])=[CH:7][C:6]([CH:8]2[C:17]3[C:16](=[O:18])[CH2:15][CH:14]([CH2:19][CH2:20][CH3:21])[CH2:13][C:12]=3[NH:11][C:10]([CH3:22])=[C:9]2[C:23]#[N:24])=[CH:5][C:4]=1[NH:25][S:26]([CH3:29])(=[O:28])=[O:27] |f:1.2.3|. Reported procedure: A mixture of N-[3-bromo-5-(3-cyano-2-methyl-5-oxo-7-propyl-1,4,5,6,7,8-hexahydro-quinolin-4-yl)-2-(3-nitro-benzyloxy)-phenyl]-methanesulfonamide (950 mg) and sodium sulfide (350 mg) in ethanol (12 ml) and water (250 μl) was heated at reflux for 2 h. The mixture was diluted with ethyl acetate and washed with water. The organic layer was dried (MgSO4), filtered and concentrated in vacuo. The reactants are C([O-])([O-])=O.[Cs+].[Cs+] (cesium carbonate), CC1(OB(OC1(C)C)C=1C=C2CNC(C2=CC1)=O)C (5(4,4,5,5-tetramethyl-1,3,2-dioxaborolan-2-yl)isoindolin-1-one), BrC1=CC=C(C(=C1OCC1(COC1)CO)OC)OC(F)F ((3-((6-bromo-3-(difluoromethoxy)-2-methoxyphenoxy)methyl)oxetan-3-yl)methanol). The reagents and catalysts are [Pd].C1(=CC=CC=C1)P(C1=CC=CC=C1)C1=CC=CC=C1.C1(=CC=CC=C1)P(C1=CC=CC=C1)C1=CC=CC=C1.C1(=CC=CC=C1)P(C1=CC=CC=C1)C1=CC=CC=C1.C1(=CC=CC=C1)P(C1=CC=CC=C1)C1=CC=CC=C1 (tetrakis(triphenylphosphine) palladium(0)). Solvent: CN(C=O)C (dimethylformamide). Conditions: temperature 85 celsius. The product is FC(OC1=C(C(=C(C=C1)C=1C=C2CNC(C2=CC1)=O)OCC1(COC1)CO)OC)F (5-[4-Difluoromethoxy-2-(3-hydroxymethyl-oxetan-3-ylmethoxy)-3-methoxy-phenyl]-2,3-dihydro-isoindol-1-one). Yield: 21.9%. Reaction SMILES: Br[C:2]1[C:7]([O:8][CH2:9][C:10]2([CH2:14][OH:15])[CH2:13][O:12][CH2:11]2)=[C:6]([O:16][CH3:17])[C:5]([O:18][CH:19]([F:21])[F:20])=[CH:4][CH:3]=1.C(=O)([O-])[O-].[Cs+].[Cs+].CC1(C)C(C)(C)OB([C:36]2[CH:37]=[C:38]3[C:42](=[CH:43][CH:44]=2)[C:41](=[O:45])[NH:40][CH2:39]3)O1>CN(C)C=O.[Pd].C1(P(C2C=CC=CC=2)C2C=CC=CC=2)C=CC=CC=1.C1(P(C2C=CC=CC=2)C2C=CC=CC=2)C=CC=CC=1.C1(P(C2C=CC=CC=2)C2C=CC=CC=2)C=CC=CC=1.C1(P(C2C=CC=CC=2)C2C=CC=CC=2)C=CC=CC=1>[F:20][CH:19]([F:21])[O:18][C:5]1[CH:4]=[CH:3][C:2]([C:36]2[CH:37]=[C:38]3[C:42](=[CH:43][CH:44]=2)[C:41](=[O:45])[NH:40][CH2:39]3)=[C:7]([O:8][CH2:9][C:10]2([CH2:14][OH:15])[CH2:13][O:12][CH2:11]2)[C:6]=1[O:16][CH3:17] |f:1.2.3,6.7.8.9.10|. Procedure details: To a stirring solution of (3-((6-bromo-3-(difluoromethoxy)-2-methoxyphenoxy)methyl)oxetan-3-yl)methanol (200 mg, 0.541 mmol) in dimethylformamide (10 mL) was purged with argon for 1 h. To this cesium carbonate (527 mg, 1.623 mmol), tetrakis(triphenylphosphine) palladium(0) (31 mg, 0.027 mmol) and 5(4,4,5,5-tetramethyl-1,3,2-dioxaborolan-2-yl)isoindolin-1-one (168 mg, 0.650 mmol) were added and the resultant reaction mixture was heated to 80-90° C. for 3 h. The reaction mixture was cooled to RT, ... Reaction SMILES: [ClH:22].[ClH:23].[ClH:24].[F:1][c:2]1[cH:3][c:4]([O:5][c:6]2[c:7]3[cH:8][c:9]([C:15](=[O:16])[OH:17])[nH:10][c:11]3[cH:12][cH:13][cH:14]2)[cH:18][cH:19][c:20]1[F:21].[N:25]1([CH2:32][CH2:33][N:34]2[CH2:35][CH2:36][CH:37]([NH2:40])[CH2:38][CH2:39]2)[CH2:26][CH2:27][CH2:28][CH2:29][CH2:30][CH2:31]1>>[F:1][c:2]1[cH:3][c:4]([O:5][c:6]2[c:7]3[cH:8][c:9]([C:15](=[O:17])[NH:40][CH:37]4[CH2:36][CH2:35][N:34]([CH2:33][CH2:32][N:25]5[CH2:26][CH2:27][CH2:28][CH2:29][CH2:30][CH2:31]5)[CH2:39][CH2:38]4)[nH:10][c:11]3[cH:12][cH:13][cH:14]2)[cH:18][cH:19][c:20]1[F:21]. Yields the product O=C(NC1CCN(CCN2CCCCCC2)CC1)c1cc2c(Oc3ccc(F)c(F)c3)cccc2[nH]1. The reactants are Cl, Cl, Cl, O=C(O)c1cc2c(Oc3ccc(F)c(F)c3)cccc2[nH]1, NC1CCN(CCN2CCCCCC2)CC1. Reactants: OC1CN(CC1)CCC1=CNC2=CC=CC=C12 (3-[2-(3-hydroxypyrrolidinyl)ethyl]indole), C(Cl)(Cl)Cl (chloroform), acid chloride, COC=1C=C(C(=O)Cl)C=C(C1OC)OC (3,4,5-trimethoxybenzoyl chloride), C([O-])([O-])=O.[Na+].[Na+] (sodium carbonate). Run in O (water). Run at time 24 hour. The product is COC=1C=C(C(=O)OC2CN(CC2)CCC2=CNC3=CC=CC=C23)C=C(C1OC)OC (3-{2-[3-(3,4,5-trimethoxybenzoyloxy)pyrrolidinyl] ethyl}indole). As a reaction SMILES: [OH:1][CH:2]1[CH2:6][CH2:5][N:4]([CH2:7][CH2:8][C:9]2[C:17]3[C:12](=[CH:13][CH:14]=[CH:15][CH:16]=3)[NH:11][CH:10]=2)[CH2:3]1.[CH3:18][O:19][C:20]1[CH:21]=[C:22]([CH:26]=[C:27]([O:31][CH3:32])[C:28]=1[O:29][CH3:30])[C:23](Cl)=[O:24].C(=O)([O-])[O-].[Na+].[Na+].C(Cl)(Cl)Cl>O>[CH3:32][O:31][C:27]1[CH:26]=[C:22]([CH:21]=[C:20]([O:19][CH3:18])[C:28]=1[O:29][CH3:30])[C:23]([O:1][CH:2]1[CH2:6][CH2:5][N:4]([CH2:7][CH2:8][C:9]2[C:17]3[C:12](=[CH:13][CH:14]=[CH:15][CH:16]=3)[NH:11][CH:10]=2)[CH2:3]1)=[O:24] |f:2.3.4|. Reported procedure: A mixture of 3 g. (0.013 mole) of 3-[2-(3-hydroxypyrrolidinyl)ethyl]indole, 3 g. (0.013 mole) of 3,4,5-trimethoxybenzoyl chloride and 5 g. (0.05 mole) of sodium carbonate in 40 ml. of chloroform was stirred under anhydrous conditions for 24 hours. Then 0.3 g. of additional acid chloride was added and the mixture stirred another 24 hours. The mixture was treated with 50 ml. of water, stirred for 1 hour and the chloroform layer separated and dried over magnesium sulfate. Evaporation of the chlorof... The reactants are FC(C1=CC=C(C=C1)C=1C(=CC=CC1)C(=O)NC1CCN(CC1)CC(=O)O)(F)F ([4-(4′-trifluoromethylbiphenyl-2-carbonyl-amino)piperidin-1-yl]acetic acid), C(C)OC(C(C(=O)OCC)(C1=CC=CC=C1)CO)=O (2-hydroxymethyl-2-phenylmalonic acid diethyl ester). Yields the product C(C)OC(C(C(=O)OCC)(COC(CN1CCC(CC1)NC(=O)C=1C(=CC=CC1)C1=CC=C(C=C1)C(F)(F)F)=O)C1=CC=CC=C1)=O (2-Phenyl-2-(2-{4-[(4′-trifluoromethylbiphenyl-2-carbonyl)amino]piperidin-1-yl}acetoxymethyl)malonic acid diethyl ester). Reaction SMILES: [F:1][C:2]([F:29])([F:28])[C:3]1[CH:8]=[CH:7][C:6]([C:9]2[C:10]([C:15]([NH:17][CH:18]3[CH2:23][CH2:22][N:21]([CH2:24][C:25]([OH:27])=[O:26])[CH2:20][CH2:19]3)=[O:16])=[CH:11][CH:12]=[CH:13][CH:14]=2)=[CH:5][CH:4]=1.[CH2:30]([O:32][C:33](=[O:48])[C:34]([CH2:46]O)([C:40]1[CH:45]=[CH:44][CH:43]=[CH:42][CH:41]=1)[C:35]([O:37][CH2:38][CH3:39])=[O:36])[CH3:31]>>[CH2:38]([O:37][C:35](=[O:36])[C:34]([C:40]1[CH:41]=[CH:42][CH:43]=[CH:44][CH:45]=1)([CH2:46][O:26][C:25](=[O:27])[CH2:24][N:21]1[CH2:20][CH2:19][CH:18]([NH:17][C:15]([C:10]2[C:9]([C:6]3[CH:7]=[CH:8][C:3]([C:2]([F:1])([F:28])[F:29])=[CH:4][CH:5]=3)=[CH:14][CH:13]=[CH:12][CH:11]=2)=[O:16])[CH2:23][CH2:22]1)[C:33]([O:32][CH2:30][CH3:31])=[O:48])[CH3:39]. Procedure details: The [4-(4′-trifluoromethylbiphenyl-2-carbonyl-amino)piperidin-1-yl]acetic acid obtained in Example 8d) and the 2-hydroxymethyl-2-phenylmalonic acid diethyl ester obtained in Example 1-2a) were subjected to reactions similar to those in Example 1g) to give the title compound (90 mg) (see Table 58).